From a dataset of the Open Reaction Database (ORD), a public repository of structured organic reaction records. describe an organic reaction: reactants, conditions, products, and yield RXN SMILES: [NH2:1][CH:2]1[C:8](=[O:9])[N:7]([CH2:10][C:11]([N:13]([CH:22]([CH3:24])[CH3:23])[C:14]2[CH:19]=[CH:18][C:17]([O:20][CH3:21])=[CH:16][CH:15]=2)=[O:12])[C:6]2[CH:25]=[CH:26][CH:27]=[CH:28][C:5]=2[N:4](CC2C=CC(OC)=CC=2)[C:3]1=[O:38].[N+]([O-])([O-])=O.[NH4+]>C(#N)C.O>[NH2:1][CH:2]1[C:8](=[O:9])[N:7]([CH2:10][C:11]([N:13]([CH:22]([CH3:24])[CH3:23])[C:14]2[CH:19]=[CH:18][C:17]([O:20][CH3:21])=[CH:16][CH:15]=2)=[O:12])[C:6]2[CH:25]=[CH:26][CH:27]=[CH:28][C:5]=2[NH:4][C:3]1=[O:38] |f:1.2,3.4|. Solvent: C(C)#N.O (acetonitrile H2O). Product: NC1C(NC2=C(N(C1=O)CC(=O)N(C1=CC=C(C=C1)OC)C(C)C)C=CC=C2)=O (2-(3-Amino-2,4-dioxo-2,3,4,5-tetrahydro-benzo[b][1,4]diazepin-1-yl)-N-isopropyl-N-(4-methoxy-phenyl)-acetamide). The yield is 97.6%. Conditions: time 8 hour. Procedure: To a stirred solution of 2-[3-Amino-5-(4-methoxybenzyl)-2,4-dioxo-2,3,4,5-tetrahydro-benzo[b][1,4]diazepin-1-yl]-N-isopropyl-N-(4-methoxyphenyl)-acetamide (2.63 g, 5.09 mmol) in acetonitrile/H2O (9:1, 70 mL) at ambient temperature was added cerric ammonium nitrate (10.05 g, 18.3 mmol) portionwise over one hour. The solution was stirred overnight at room temperature. The solution was concentrated in vacuo, chased with toluene (2×50 mL) and the residue was extracted with CH2Cl2 (3×50 mL), filtered... Starting materials: NC1C(N(C2=C(N(C1=O)CC(=O)N(C1=CC=C(C=C1)OC)C(C)C)C=CC=C2)CC2=CC=C(C=C2)OC)=O (2-[3-Amino-5-(4-methoxybenzyl)-2,4-dioxo-2,3,4,5-tetrahydro-benzo[b][1,4]diazepin-1-yl]-N-isopropyl-N-(4-methoxyphenyl)-acetamide), [N+](=O)([O-])[O-].[NH4+] (ammonium nitrate). Reactants: Intermediate I, FC(C1=C(N)C=CC=C1)(F)F (2-(trifluoromethyl)aniline), BrC=1C=CC=2N(C1)C=C(N2)C(=O)OCC (ethyl 6-bromoimidazo[1,2-a]pyridine-2-carboxylate). The product is BrC=1C=CC=2N(C1)C=C(N2)C(=O)NC2=C(C=CC=C2)C(F)(F)F (6-Bromo-N-(2-(trifluoromethyl)phenyl)imidazo[1,2-a]pyridine-2-carboxamide). Reaction SMILES: [F:1][C:2]([F:11])([F:10])[C:3]1[CH:9]=[CH:8][CH:7]=[CH:6][C:4]=1[NH2:5].[Br:12][C:13]1[CH:14]=[CH:15][C:16]2[N:17]([CH:19]=[C:20]([C:22](OCC)=[O:23])[N:21]=2)[CH:18]=1>>[Br:12][C:13]1[CH:14]=[CH:15][C:16]2[N:17]([CH:19]=[C:20]([C:22]([NH:5][C:4]3[CH:6]=[CH:7][CH:8]=[CH:9][C:3]=3[C:2]([F:10])([F:11])[F:1])=[O:23])[N:21]=2)[CH:18]=1. Procedure details: The title compound was prepared by using procedures analogous to those described for the synthesis of Intermediate I, using 2-(trifluoromethyl)aniline and ethyl 6-bromoimidazo[1,2-a]pyridine-2-carboxylate as starting materials. Reactants: [Li+].CC(C)[N-]C(C)C (LDA), C(C1=CC=CC=C1)N1C(CCCCC1)=O (1-Benzylazepan-2-one), C(OC)(OC)=O (dimethyl carbonate). Run in CCOCC (Et2O). Run at time 1 hour. The product is C(C1=CC=CC=C1)N1C(C(CCCC1)C(=O)OC)=O (Methyl 1-benzyl-2-oxoazepane-3-carboxylate). As a reaction SMILES: [CH2:1]([N:8]1[CH2:14][CH2:13][CH2:12][CH2:11][CH2:10][C:9]1=[O:15])[C:2]1[CH:7]=[CH:6][CH:5]=[CH:4][CH:3]=1.[Li+].CC([N-]C(C)C)C.[C:24](=O)([O:27]C)[O:25][CH3:26]>CCOCC>[CH2:1]([N:8]1[CH2:14][CH2:13][CH2:12][CH2:11][CH:10]([C:24]([O:25][CH3:26])=[O:27])[C:9]1=[O:15])[C:2]1[CH:7]=[CH:6][CH:5]=[CH:4][CH:3]=1 |f:1.2|. Procedure: A cooled (−78° C.) solution of 1-2 (2 g, 9.84 mmol) in Et2O (50 ml) was treated with LDA (9.84 ml, 19.68 mmol) and stirred for 1 h. The mixture was treated with dimethyl carbonate (1.658 ml, 19.68 mmol), warmed to RT and stirred overnight. The mixture was quenched with 1N HCl and extracted twice with EtOAc. The organic phase was dried over Na2SO4, filtered and concentrated. The crude material was purified by gradient elution on silica gel (0 to 60% EtOAc in Hex) to yield a 1:1 mixture of 1-3 and... Starting materials: ClC=1C(=CC(=C(C1)N=C1NCCN1)OC)OC (2-(5-chloro-2,4-dimethoxy-phenylimino)-imidazolidine), Br (hydrobromic acid). Reaction conditions: time 8 hour. Yields the product Br.ClC=1C(=CC(=C(C1)N=C1NCCN1)O)O (2-(5-chloro-2,4-dihydroxy-phenylimino)-imidazolidine hydrobromide). The yield is 60.5%. As a reaction SMILES: [Cl:1][C:2]1[C:3]([O:16]C)=[CH:4][C:5]([O:14]C)=[C:6]([N:8]=[C:9]2[NH:13][CH2:12][CH2:11][NH:10]2)[CH:7]=1.[BrH:18]>>[BrH:18].[Cl:1][C:2]1[C:3]([OH:16])=[CH:4][C:5]([OH:14])=[C:6]([N:8]=[C:9]2[NH:10][CH2:11][CH2:12][NH:13]2)[CH:7]=1 |f:2.3|. Procedure: A mixture of 10 gm of 2-(5-chloro-2,4-dimethoxy-phenylimino)-imidazolidine (0.03 mol) and 150 ml of 48% hydrobromic acid was refluxed for six hours. Thereafter, the clear, homogeneous reaction mixture was allowed to stand overnight in the refrigerator. The crystalline precipitate which had formed was collected by suction filtration, washed with ether and dried, yielding 5.6 gm (60.5% of theory) of 2-(5-chloro-2,4-dihydroxy-phenylimino)-imidazolidine hydrobromide, Rf -value 0.5 in mobile phase 75...